From a dataset of the Open Reaction Database (ORD), a public repository of structured organic reaction records. describe an organic reaction: reactants, conditions, products, and yield RXN SMILES: [CH3:3][O:4][CH2:5][N:6]1[c:7]2[c:8]([n:22][cH:23][cH:24][n:25]2)[S:9][c:10]2[c:11]1[cH:12][c:13](-[c:16]1[c:17]([CH3:21])[n:18][o:19][cH:20]1)[cH:14][cH:15]2.[NH2:1][OH:2]>>[NH:6]1[c:7]2[c:8]([n:22][cH:23][cH:24][n:25]2)[S:9][c:10]2[c:11]1[cH:12][c:13](-[c:16]1[c:17]([CH3:21])[n:18][o:19][cH:20]1)[cH:14][cH:15]2. Product: Cc1nocc1-c1ccc2c(c1)Nc1nccnc1S2. Reactants: COCN1c2cc(-c3conc3C)ccc2Sc2nccnc21, NO. Reactants: C1CCOC1, Clc1ccc(OCc2ccccc2)c(Br)c1, CCOC(C)=O, C1CCC2OC2C1, Cl[Cu], [Mg]. The product is OC1CCCCC1c1cc(Cl)ccc1OCc1ccccc1. RXN SMILES: [CH2:25]1[O:26][CH2:27][CH2:28][CH2:29]1.[CH2:2]([c:3]1[cH:4][cH:5][cH:6][cH:7][cH:8]1)[O:9][c:10]1[c:11]([Br:17])[cH:12][c:13]([Cl:16])[cH:14][cH:15]1.[CH3:30][CH2:31][O:32][C:33](=[O:34])[CH3:35].[CH:18]12[CH:19]([CH2:20][CH2:21][CH2:22][CH2:23]1)[O:24]2.[Cl:36][Cu:37].[Mg:1]>>[CH2:2]([c:3]1[cH:4][cH:5][cH:6][cH:7][cH:8]1)[O:9][c:10]1[c:11]([CH:18]2[CH:19]([OH:24])[CH2:20][CH2:21][CH2:22][CH2:23]2)[cH:12][c:13]([Cl:16])[cH:14][cH:15]1. The reactants are CC(C)c1cc(C=O)cc(C(C)C)c1O, NCCCO, O=C(O)CS, c1ccccc1. Yields the product CC(C)c1cc(C2SCC(=O)N2CCCO)cc(C(C)C)c1O. RXN SMILES: [CH:1]([CH3:2])([CH3:3])[c:4]1[cH:5][c:6]([CH:7]=[O:8])[cH:9][c:10]([CH:13]([CH3:14])[CH3:15])[c:11]1[OH:12].[NH2:16][CH2:17][CH2:18][CH2:19][OH:20].[SH:21][CH2:22][C:23](=[O:24])[OH:25].[cH:26]1[cH:27][cH:28][cH:29][cH:30][cH:31]1>>[CH:1]([CH3:2])([CH3:3])[c:4]1[cH:5][c:6]([CH:7]2[N:16]([CH2:17][CH2:18][CH2:19][OH:20])[C:23](=[O:24])[CH2:22][S:21]2)[cH:9][c:10]([CH:13]([CH3:14])[CH3:15])[c:11]1[OH:12]. Starting materials: CI, [K+], [K+], Cc1c(O)ccc(C#N)c1N, O=C([O-])[O-], CN(C)C=O, O. Product: COc1ccc(C#N)c(N)c1C. As a reaction SMILES: [CH3:18][I:19].[K+:12].[K+:13].[NH2:1][c:2]1[c:3]([C:4]#[N:5])[cH:6][cH:7][c:8]([OH:11])[c:9]1[CH3:10].[O-:14][C:15]([O-:16])=[O:17].[O:20]=[CH:21][N:22]([CH3:23])[CH3:24].[OH2:25]>>[NH2:1][c:2]1[c:3]([C:4]#[N:5])[cH:6][cH:7][c:8]([O:11][CH3:15])[c:9]1[CH3:10]. Reactants: CCOC(=O)C1=Cc2ccc(NCC(C)C)cc2OC1C(F)(F)F, C1CCOC1, CCO, Cl, [Na+], [OH-], O. Product: CC(C)CNc1ccc2c(c1)OC(C(F)(F)F)C(C(=O)O)=C2. As a reaction SMILES: [CH2:1]([CH:2]([CH3:3])[CH3:4])[NH:5][c:6]1[cH:7][cH:8][c:9]2[c:14]([cH:15]1)[O:13][CH:12]([C:16]([F:17])([F:18])[F:19])[C:11]([C:20](=[O:21])[O:22][CH2:23][CH3:24])=[CH:10]2.[CH2:28]1[O:29][CH2:30][CH2:31][CH2:32]1.[CH3:33][CH2:34][OH:35].[ClH:27].[Na+:26].[OH-:25].[OH2:36]>>[CH2:1]([CH:2]([CH3:3])[CH3:4])[NH:5][c:6]1[cH:7][cH:8][c:9]2[c:14]([cH:15]1)[O:13][CH:12]([C:16]([F:17])([F:18])[F:19])[C:11]([C:20](=[O:21])[OH:22])=[CH:10]2. Reactants: COC(=O)C(CC=C(C)C)C(C)=O, C1COCCN1, CI, COC(=O)C#CCCC=C(C)C. Yields the product COC(=O)C=C(C)CCC=C(C)C. Reaction SMILES: [C:21]([CH:22]([CH2:23][CH:24]=[C:25]([CH3:26])[CH3:27])[C:28]([O:29][CH3:30])=[O:31])(=[O:32])[CH3:33].[CH2:3]1[NH:4][CH2:5][CH2:6][O:7][CH2:8]1.[CH3:1][I:2].[CH3:9][C:10](=[CH:11][CH2:12][CH2:13][C:14]#[C:15][C:16](=[O:17])[O:18][CH3:19])[CH3:20]>>[CH3:3][C:14]([CH2:13][CH2:12][CH:11]=[C:10]([CH3:9])[CH3:20])=[CH:15][C:16](=[O:17])[O:18][CH3:19].